This data is from the Open Reaction Database (ORD), a public repository of structured organic reaction records. The task is: describe an organic reaction: reactants, conditions, products, and yield The solvent is O (water). Reported procedure: 2-Chloro-5-(2-chloroethyl)amino-N-(tricyclo[3.3.1.13,7]dec-1-ylmethyl)-benzamide (0.15 g), cesium carbonate (0.192 g) and acetonitrile (3 ml) were combined and heated in a sealed tube at 100° C. for 24 hours. The cooled reaction mixture was poured into water (50 ml) and the product extracted into ethyl acetate, dried over magnesium sulphate, filtered and concentrated under reduced pressure. The crude product was purified by NPHPLC eluting with 0-5% ethanol in dichloromethane to give the title co... Reaction SMILES: [Cl:1][C:2]1[CH:21]=[CH:20][C:19]([NH:22][CH2:23][CH2:24]Cl)=[CH:18][C:3]=1[C:4]([NH:6][CH2:7][C:8]12[CH2:17][CH:12]3[CH2:13][CH:14]([CH2:16][CH:10]([CH2:11]3)[CH2:9]1)[CH2:15]2)=[O:5].C(=O)([O-])[O-].[Cs+].[Cs+].C(#N)C>O>[N:22]1([C:19]2[CH:20]=[CH:21][C:2]([Cl:1])=[C:3]([CH:18]=2)[C:4]([NH:6][CH2:7][C:8]23[CH2:17][CH:12]4[CH2:13][CH:14]([CH2:16][CH:10]([CH2:11]4)[CH2:9]2)[CH2:15]3)=[O:5])[CH2:23][CH2:24]1 |f:1.2.3|. Starting materials: ClC1=C(C(=O)NCC23CC4CC(CC(C2)C4)C3)C=C(C=C1)NCCCl (2-Chloro-5-(2-chloroethyl)amino-N-(tricyclo[3.3.1.13,7]dec-1-ylmethyl)-benzamide), C([O-])([O-])=O.[Cs+].[Cs+] (cesium carbonate), C(C)#N (acetonitrile). The product is N1(CC1)C=1C=CC(=C(C(=O)NCC23CC4CC(CC(C2)C4)C3)C1)Cl (5-Aziridin-1-yl-2-chloro-N-(tricyclo[3.3.1.13,7]dec-1-ylmethyl)-benzamide). Isolated yield 17.0%. Reaction conditions: temperature 100 celsius. The reactants are ClC(Cl)Cl, CC(C)(C)OC(=O)N1CCC2(CC(C#Cc3cccc(F)c3)=NO2)C1, C(#Cc1ccccc1)C1=NOC2(CCNCC2)C1. Yields the product Fc1cccc(C#CC2=NOC3(CCNC3)C2)c1. RXN SMILES: [CH:44]([Cl:45])([Cl:46])[Cl:47].[F:19][c:20]1[cH:21][c:22]([C:26]#[C:27][C:28]2=[N:29][O:30][C:31]3([CH2:32]2)[CH2:33][N:34]([C:37]([O:38][C:39]([CH3:40])([CH3:41])[CH3:42])=[O:43])[CH2:35][CH2:36]3)[cH:23][cH:24][cH:25]1.[c:1]1([C:2]#[C:3][C:4]2=[N:13][O:12][C:6]3([CH2:5]2)[CH2:7][CH2:8][NH:9][CH2:10][CH2:11]3)[cH:14][cH:15][cH:16][cH:17][cH:18]1>>[F:19][c:20]1[cH:21][c:22]([C:26]#[C:27][C:28]2=[N:29][O:30][C:31]3([CH2:32]2)[CH2:33][NH:34][CH2:35][CH2:36]3)[cH:23][cH:24][cH:25]1. Reactants: CC1(CNCC1)C1=NC2=C(N1)C=CC=C2C(=O)N (2-(3-methylpyrrolidin-3-yl)-1H-benzimidazole-4-carboxamide), C(CC)=O (propionaldehyde), C(C)(=O)O[BH-](OC(C)=O)OC(C)=O.[Na+] (Sodium triacetoxyborohydride). The solvent is CO (methanol). Reaction conditions: time 3 hour. Yields the product CC1(CN(CC1)CCC)C1=NC2=C(N1)C=CC=C2C(=O)N (2-(3-methyl-1-propylpyrrolidin-3-yl)-1H-benzimidazole-4-carboxamide). The yield is 64.0%. As a reaction SMILES: [CH3:1][C:2]1([C:7]2[NH:11][C:10]3[CH:12]=[CH:13][CH:14]=[C:15]([C:16]([NH2:18])=[O:17])[C:9]=3[N:8]=2)[CH2:6][CH2:5][NH:4][CH2:3]1.[CH:19](=O)[CH2:20][CH3:21].C(O[BH-](OC(=O)C)OC(=O)C)(=O)C.[Na+]>CO>[CH3:1][C:2]1([C:7]2[NH:11][C:10]3[CH:12]=[CH:13][CH:14]=[C:15]([C:16]([NH2:18])=[O:17])[C:9]=3[N:8]=2)[CH2:6][CH2:5][N:4]([CH2:19][CH2:20][CH3:21])[CH2:3]1 |f:2.3|. Procedure: A solution of the free base of Example 10E (70 mg, 0.3 mmol) in methanol (5 mL) was treated with propionaldehyde (25 mg, 0.4 mmol) at room temperature overnight. Sodium triacetoxyborohydride (254 mg, 1.2 mmol) was then added and the solution was stirred at rt for 3 h. After concentration under vacuum, the residue was separated by HPLC (Zorbax C-8, 0.1% TFA/CH3CN/H2O) to give 55 mg of desired product. Yield: 35%. MS (APCI) m/z 287 (M+H)+; 1H NMR (500 MHz, CD3O): δ 0.89 (t, J=7.33 Hz, 2 H), 1.60 (... Starting materials: Cc1cc(C)c(Nc2nc(C)ccc2S(=O)(=O)c2ccc(CO)cc2)c(C)c1, CCOC(C)=O, ClC(Cl)Cl. Yields the product Cc1cc(C)c(Nc2nc(C)ccc2S(=O)(=O)c2ccc(C=O)cc2)c(C)c1. Reaction SMILES: [CH3:1][c:2]1[cH:3][cH:4][c:5]([S:18](=[O:19])(=[O:20])[c:21]2[cH:22][cH:23][c:24]([CH2:27][OH:28])[cH:25][cH:26]2)[c:6]([NH:8][c:9]2[c:10]([CH3:17])[cH:11][c:12]([CH3:16])[cH:13][c:14]2[CH3:15])[n:7]1.[CH3:33][CH2:34][O:35][C:36]([CH3:37])=[O:38].[Cl:29][CH:30]([Cl:31])[Cl:32]>>[CH3:1][c:2]1[cH:3][cH:4][c:5]([S:18](=[O:19])(=[O:20])[c:21]2[cH:22][cH:23][c:24]([CH:27]=[O:28])[cH:25][cH:26]2)[c:6]([NH:8][c:9]2[c:10]([CH3:17])[cH:11][c:12]([CH3:16])[cH:13][c:14]2[CH3:15])[n:7]1.